From a dataset of the Open Reaction Database (ORD), a public repository of structured organic reaction records. describe an organic reaction: reactants, conditions, products, and yield Reactants: CC1=C(CCN)C2=CC(=CC=C2N1)OC (2-methyl-5-methoxytryptamine), TEA, C1(CC1)C(=O)Cl (cyclopropanecarbonyl chloride), CC1=C(C2=C(N1)C=CC(=C2)OC)CCNC(=O)C (2-Methylmelatonin). Run in C1CCOC1 (THF). The product is CC1=C(CCNC(=O)C2CC2)C2=CC(=CC=C2N1)OC (2-Methyl-N-cyclopropanoyl-5-methoxytryptamine). Reaction SMILES: [CH3:1][C:2]1[NH:13][C:12]2[C:7](=[CH:8][C:9]([O:14][CH3:15])=[CH:10][CH:11]=2)[C:3]=1[CH2:4][CH2:5][NH2:6].[CH:16]1([C:19](Cl)=[O:20])[CH2:18][CH2:17]1.CC1NC2C=CC(OC)=CC=2C=1CCNC(C)=O>C1COCC1>[CH3:1][C:2]1[NH:13][C:12]2[C:7](=[CH:8][C:9]([O:14][CH3:15])=[CH:10][CH:11]=2)[C:3]=1[CH2:4][CH2:5][NH:6][C:19]([CH:16]1[CH2:18][CH2:17]1)=[O:20]. Procedure details: A solution of the crude 2-methyl-5-methoxytryptamine (from 5 mmol of 3a), in THF (15 mL) and TEA (0.7 mL) was acylated with cyclopropanecarbonyl chloride (0.45 mL) at room temperature for 1.5 h using the procedure described for 4a. The desired product 4e was obtained as white solid (0.615 g, 45% overall yield), mp 102°-103° C. IR νmax : 3460, 3300, 1650. 1H NMR: 0.70(m, 2H, CH2cyclopropyl), 0.97(m, 2H, CH2 cyclopropyl), 1.24(m, 1H, cyclopropyl-CH), 2.36(s, 3H, 2-CH3), 2.90(t, 2H, β -CH2), 3.51(q...